Dataset: the Open Reaction Database (ORD), a public repository of structured organic reaction records. Task: describe an organic reaction: reactants, conditions, products, and yield Starting materials: CCO, CC(=O)N1CCn2nc([N+](=O)[O-])cc2C1. Product: CC(=O)N1CCn2nc(N)cc2C1. RXN SMILES: [CH3:16][CH2:17][OH:18].[N+:1]([O-:2])(=[O:3])[c:4]1[n:5][n:6]2[c:7]([cH:15]1)[CH2:8][N:9]([C:12]([CH3:13])=[O:14])[CH2:10][CH2:11]2>>[NH2:1][c:4]1[n:5][n:6]2[c:7]([cH:15]1)[CH2:8][N:9]([C:12]([CH3:13])=[O:14])[CH2:10][CH2:11]2. Starting materials: ClCCl, OCCSc1cccc(CO)c1. The product is O=Cc1cccc(SCCO)c1. Reaction SMILES: [Cl:13][CH2:14][Cl:15].[OH:1][CH2:2][c:3]1[cH:4][c:5]([S:9][CH2:10][CH2:11][OH:12])[cH:6][cH:7][cH:8]1>>[O:1]=[CH:2][c:3]1[cH:4][c:5]([S:9][CH2:10][CH2:11][OH:12])[cH:6][cH:7][cH:8]1.